This data is from the Open Reaction Database (ORD), a public repository of structured organic reaction records. The task is: describe an organic reaction: reactants, conditions, products, and yield The reactants are C1(C=2C(C(N1)=O)=CC=CC2)=O.[K] (Potassium phthalimide), BrCCCCCBr (1,5-dibromopentane), O (water). The solvent is CN(C=O)C (dimethylformamide). Reaction conditions: time 2 hour. Product: BrCCCCCC1=C2C(C(=O)NC2=O)=CC=C1 (5-bromopentylphthalimide). The yield is 281.4%. RXN SMILES: [C:1]1(=[O:11])[NH:5][C:4](=[O:6])[C:3]2=[CH:7][CH:8]=[CH:9][CH:10]=[C:2]12.[K].[Br:13][CH2:14][CH2:15][CH2:16][CH2:17][CH2:18]Br.O>CN(C)C=O>[Br:13][CH2:14][CH2:15][CH2:16][CH2:17][CH2:18][C:10]1[CH:9]=[CH:8][CH:7]=[C:3]2[C:4]([NH:5][C:1](=[O:11])[C:2]=12)=[O:6] |f:0.1,^1:11|. Procedure details: Potassium phthalimide (5.4 mmoles) was added to a solution of 1,5-dibromopentane (3.72 g; 16.2 mmoles) in dimethylformamide (8 ml) and heated to 80° C. approx. under stirring. After 2 hours, water was added and the solution was repeatedly extracted with ether. The collected organic phases were washed with water, dried on Na2SO4 and evaporated under reduced pressure to give a solid (4.50 g), which was purified by chromatography on silica gel (Etp/Et2O 8:2) yielding 2.38 g of a white solid. Yield ... Starting materials: NC1=C(SC2=NC=CC(=C21)OS(=O)(=O)C(F)(F)F)C(N)=O (trifluoromethanesulfonic acid 3-amino-2-carbamoyl-thieno[2,3-b]pyridin-4-yl ester), NC1=CC=CC=C1 (aniline). Run in C1CCOC1 (THF), CO.C(Cl)Cl (MeOH CH2Cl2), CO.C(Cl)Cl (MeOH CH2Cl2). The product is NC1=C(SC2=NC=CC(=C21)NC2=CC=CC=C2)C(=O)N (3-amino-4-phenylamino-thieno[2,3-b]pyridine-2-carboxylic acid amide). As a reaction SMILES: [NH2:1][C:2]1[C:10]2[C:5](=[N:6][CH:7]=[CH:8][C:9]=2OS(C(F)(F)F)(=O)=O)[S:4][C:3]=1[C:19](=[O:21])[NH2:20].[NH2:22][C:23]1[CH:28]=[CH:27][CH:26]=[CH:25][CH:24]=1>C1COCC1.CO.C(Cl)Cl>[NH2:1][C:2]1[C:10]2[C:5](=[N:6][CH:7]=[CH:8][C:9]=2[NH:22][C:23]2[CH:28]=[CH:27][CH:26]=[CH:25][CH:24]=2)[S:4][C:3]=1[C:19]([NH2:20])=[O:21] |f:3.4|. Procedure details: A solution of 20 mg trifluoromethanesulfonic acid 3-amino-2-carbamoyl-thieno[2,3-b]pyridin-4-yl ester and 27 microL aniline in 1 mL of THF was heated at 55° C. overnight under Ar. The reaction was applied to a 2 mm silica gel prep plate that was developed twice in 5% MeOH—CH2Cl2. The band was eluted with 50% MeOH—CH2Cl2 to get 18 mg. This was dissolved in 5% MeOH—CH2Cl2, filtered, concentrated, and dried in vacuo at 60° C. overnight to provide 10.5 mg of the title compound as a yellow-green soli... The reactants are C(C)(=O)Cl (acetyl chloride), NC1=C(C(=O)NC(=O)NC2=CC(=C(C=C2)OC2=NC=C(C=N2)Br)C)C=CC=C1 (N-(2-aminobenzoyl)-N'-[4-(5-bromo-2-pyrimidinyloxy)-3-methylphenyl]urea). Solvent: N1=CC=CC=C1 (pyridine). Conditions: time 30 minute. Product: C(C)(=O)NC1=C(C(=O)NC(=O)NC2=CC(=C(C=C2)OC2=NC=C(C=N2)Br)C)C=CC=C1 (N-[2-(acetylamino]benzoyl]-N'-[4-(5-bromo-2-pyrimidinyloxy)-3-methylphenyl]urea). Reaction SMILES: [NH2:1][C:2]1[CH:28]=[CH:27][CH:26]=[CH:25][C:3]=1[C:4]([NH:6][C:7]([NH:9][C:10]1[CH:15]=[CH:14][C:13]([O:16][C:17]2[N:22]=[CH:21][C:20]([Br:23])=[CH:19][N:18]=2)=[C:12]([CH3:24])[CH:11]=1)=[O:8])=[O:5].[C:29](Cl)(=[O:31])[CH3:30]>N1C=CC=CC=1>[C:29]([NH:1][C:2]1[CH:28]=[CH:27][CH:26]=[CH:25][C:3]=1[C:4]([NH:6][C:7]([NH:9][C:10]1[CH:15]=[CH:14][C:13]([O:16][C:17]2[N:22]=[CH:21][C:20]([Br:23])=[CH:19][N:18]=2)=[C:12]([CH3:24])[CH:11]=1)=[O:8])=[O:5])(=[O:31])[CH3:30]. Reported procedure: 1.3 g of N-(2-aminobenzoyl)-N'-[4-(5-bromo-2-pyrimidinyloxy)-3-methylphenyl]urea (Compound No. 27 as described hereinafter) as prepared in accordance with Preparation Example 3, was added to 30 ml of pyridine, and 0.25 ml of acetyl chloride was dropwise added thereto under cooling with ice. The mixture was stirred at room temperature for 2 hours and 30 minutes. Then, pyridine was distilled off, and the residue was purified by silica gel column chromatography (developing solvent; methylene chlori... Starting materials: Cl (hydrochloric acid), COC=1C(=CC=CC1)N (o-anisidine), FC(C(CC(C)=O)=O)(F)F (1,1,1-trifluoro-2,4-pentanedione). Run in C(C)OCC (ethyl ether). Run at temperature 102.5 celsius. Product: COC1=C(C=CC=C1)N=C(CC(C(F)(F)F)=O)C (4-(2-Methoxyphenylimino)-2-oxo-1,1,1-trifluoropentane), solid. The yield is 98.0%. Reaction SMILES: [CH3:1][O:2][C:3]1[C:4]([NH2:9])=[CH:5][CH:6]=[CH:7][CH:8]=1.[F:10][C:11]([F:19])([F:18])[C:12](=[O:17])[CH2:13][C:14](=O)[CH3:15].Cl>C(OCC)C>[CH3:1][O:2][C:3]1[CH:8]=[CH:7][CH:6]=[CH:5][C:4]=1[N:9]=[C:14]([CH3:15])[CH2:13][C:12](=[O:17])[C:11]([F:19])([F:18])[F:10]. Procedure details: A mixture of 28.4 g (0.23 mol) of o-anisidine and 43.18 g (0.28 mol) of 1,1,1-trifluoro-2,4-pentanedione is heated at 100-105° C. for one hour and then cooled and the reaction medium is taken up with ethyl ether. 10 ml of 1 N hydrochloric acid are added. The mixture is filtered to remove the insoluble product, and the filtrate is concentrated under reduced pressure to give the expected product in the form of a beige solid (yield=98%).